From a dataset of the Open Reaction Database (ORD), a public repository of structured organic reaction records. describe an organic reaction: reactants, conditions, products, and yield Starting materials: BrC1=CC(=C(C#N)C=C1)C (4-bromo-2-methylbenzonitrile), [Li]CCCC (BuLi), [Cl-].[Na+] (sodium chloride), CN(C)C=O (DMF). Solvent: C1CCOC1 (THF). Reaction conditions: temperature -78 celsius, time 5 minute. Yields the product C(=O)C1=CC(=C(C#N)C=C1)C (4-formyl-2-methylbenzonitrile). Reaction SMILES: Br[C:2]1[CH:9]=[CH:8][C:5]([C:6]#[N:7])=[C:4]([CH3:10])[CH:3]=1.[Li]CCCC.CN([CH:19]=[O:20])C.[Cl-].[Na+]>C1COCC1>[CH:19]([C:2]1[CH:9]=[CH:8][C:5]([C:6]#[N:7])=[C:4]([CH3:10])[CH:3]=1)=[O:20] |f:3.4|. Procedure details: To a stirred solution of 4-bromo-2-methylbenzonitrile (4.0 g, 20 mmol) in 100 mL of anhydrous THF was added BuLi (1.6 M, 12.8 mL) dropwise at −78° C. under nitrogen atmosphere. After the addition, the pale red solution was stirred for 5 min at −78° C. and dry DMF (2.2 mL) then added dropwise. After 20 min, the reaction mixture was poured onto a saturated solution of sodium chloride (100 mL). The organic phase was separated, extracted with diethyl ether (100 mL), dried over Na2SO4 and distilled o... Reaction SMILES: CS(O[CH2:6][CH:7]1[CH2:12][CH2:11][CH:10]([NH:13][C:14]2[C:23]3[C:18](=[CH:19][CH:20]=[C:21](Cl)[N:22]=3)[N:17]=[CH:16][C:15]=2[C:25](=[O:27])[CH3:26])[CH2:9][CH2:8]1)(=O)=O.[NH:28]1[CH2:32][CH2:31][CH2:30][CH2:29]1>>[N:28]1([C:21]2[N:22]=[C:23]3[C:18](=[CH:19][CH:20]=2)[N:17]=[CH:16][C:15]([C:25](=[O:27])[CH3:26])=[C:14]3[NH:13][C@H:10]2[CH2:11][CH2:12][C@H:7]([CH2:6][N:28]3[CH2:32][CH2:31][CH2:30][CH2:29]3)[CH2:8][CH2:9]2)[CH2:32][CH2:31][CH2:30][CH2:29]1. The yield is 33.6%. The product is N1(CCCC1)C=1N=C2C(=C(C=NC2=CC1)C(C)=O)N[C@@H]1CC[C@H](CC1)CN1CCCC1 (1-{6-(Pyrrolidin-1-yl)-4-[trans-4-(pyrrolidin-1-ylmethyl)cyclohexylamino]-1,5-naphthyridin-3-yl}ethanone). Starting materials: CS(=O)(=O)OCC1CCC(CC1)NC1=C(C=NC2=CC=C(N=C12)Cl)C(C)=O ({4-[(3-acetyl-6-chloro-1,5-naphthyridin-4-yl)amino]-cyclohexyl}methyl methanesulfonate), N1CCCC1 (pyrrolidine). Procedure details: Following general procedure V, {4-[(3-acetyl-6-chloro-1,5-naphthyridin-4-yl)amino]-cyclohexyl}methyl methanesulfonate (180 mg, 0.437 mmol) was reacted with pyrrolidine (34 mg, 0.48 mmol) to afford the desired product (34 mg, 18%) as a brown solid: 1H NMR (500 MHz, CD3OD) δ 8.63 (s, 1H), 7.83 (d, J=9.2 Hz, 1H), 7.02 (d, J=9.2 Hz, 1H), 5.57 (br s, 1H), 3.61-3.53 (m, 4H), 2.63 (s, 6H), 2.45 (d, J=7.0 Hz, 2H), 2.30-2.18 (m, 2H), 2.14-2.04 (m, 4H), 1.98-1.91 (m, 2H), 1.89-1.80 (m, 4H), 1.68-1.55 (m, ... Reactants: CC(=O)Oc1ccc2c(=O)c(C#N)c(C)oc2c1, CO, Cl, [Na+], [OH-]. Yields the product Cc1oc2cc(O)ccc2c(=O)c1C#N. As a reaction SMILES: [C:1](=[O:2])([CH3:3])[O:4][c:5]1[cH:6][c:7]2[c:8]([c:9](=[O:16])[c:10]([C:14]#[N:15])[c:11]([CH3:13])[o:12]2)[cH:17][cH:18]1.[CH3:22][OH:23].[ClH:21].[Na+:20].[OH-:19]>>[OH:4][c:5]1[cH:6][c:7]2[c:8]([c:9](=[O:16])[c:10]([C:14]#[N:15])[c:11]([CH3:13])[o:12]2)[cH:17][cH:18]1.